Dataset: the Open Reaction Database (ORD), a public repository of structured organic reaction records. Task: describe an organic reaction: reactants, conditions, products, and yield Reactants: CC(C)(C)NS(=O)(=O)c1ccc(Br)s1, O=C([O-])[O-], CC1(C)OB(c2cc(C(N)=O)c3[nH]ccc3c2)OC1(C)C, [K+], [K+], c1ccc(P(c2ccccc2)(c2ccccc2)[Pd](P(c2ccccc2)(c2ccccc2)c2ccccc2)(P(c2ccccc2)(c2ccccc2)c2ccccc2)P(c2ccccc2)(c2ccccc2)c2ccccc2)cc1. Product: CC(C)(C)NS(=O)(=O)c1ccc(-c2cc(C(N)=O)c3[nH]ccc3c2)s1. RXN SMILES: [Br:1][c:2]1[cH:3][cH:4][c:5]([S:7](=[O:8])(=[O:9])[NH:10][C:11]([CH3:12])([CH3:13])[CH3:14])[s:6]1.[C:36](=[O:37])([O-:38])[O-:39].[CH3:15][C:16]1([CH3:17])[C:18]([CH3:19])([CH3:20])[O:21][B:22]([c:23]2[cH:24][c:25]3[cH:26][cH:27][nH:28][c:29]3[c:30]([C:32](=[O:33])[NH2:34])[cH:31]2)[O:35]1.[K+:40].[K+:41].[cH:42]1[cH:43][cH:44][c:45]([P:46]([Pd:47]([P:48]([c:49]2[cH:50][cH:51][cH:52][cH:53][cH:54]2)([c:55]2[cH:56][cH:57][cH:58][cH:59][cH:60]2)[c:61]2[cH:62][cH:63][cH:64][cH:65][cH:66]2)([P:67]([c:68]2[cH:69][cH:70][cH:71][cH:72][cH:73]2)([c:74]2[cH:75][cH:76][cH:77][cH:78][cH:79]2)[c:80]2[cH:81][cH:82][cH:83][cH:84][cH:85]2)[P:86]([c:87]2[cH:88][cH:89][cH:90][cH:91][cH:92]2)([c:93]2[cH:94][cH:95][cH:96][cH:97][cH:98]2)[c:99]2[cH:100][cH:101][cH:102][cH:103][cH:104]2)([c:105]2[cH:106][cH:107][cH:108][cH:109][cH:110]2)[c:111]2[cH:112][cH:113][cH:114][cH:115][cH:116]2)[cH:117][cH:118]1>>[c:2]1(-[c:23]2[cH:24][c:25]3[cH:26][cH:27][nH:28][c:29]3[c:30]([C:32](=[O:33])[NH2:34])[cH:31]2)[cH:3][cH:4][c:5]([S:7](=[O:8])(=[O:9])[NH:10][C:11]([CH3:12])([CH3:13])[CH3:14])[s:6]1. Starting materials: Brc1cccnc1, C1CCOC1, CC1(C)OB(c2cccc3[nH]ccc23)OC1(C)C, [Na+], [OH-], [Pd]. Yields the product c1cncc(-c2cccc3[nH]ccc23)c1. Reaction SMILES: [Br:21][c:22]1[cH:23][n:24][cH:25][cH:26][cH:27]1.[CH2:29]1[O:30][CH2:31][CH2:32][CH2:33]1.[CH3:3][C:4]1([CH3:5])[C:6]([CH3:7])([CH3:8])[O:9][B:10]([c:11]2[c:12]3[cH:13][cH:14][nH:15][c:16]3[cH:17][cH:18][cH:19]2)[O:20]1.[Na+:2].[OH-:1].[Pd:28]>>[c:11]1(-[c:22]2[cH:23][n:24][cH:25][cH:26][cH:27]2)[c:12]2[cH:13][cH:14][nH:15][c:16]2[cH:17][cH:18][cH:19]1. The reactants are ClC1=CC=C(C=C1)C(C=1C(=NN(C1C)CC1=CC=C(C=C1)OC)C(=O)O)NC1=CN(C(C(=C1)C)=O)C (4-((4-chlorophenyl)(1,5-dimethyl-6-oxo-1,6-dihydropyridin-3-ylamino)methyl)-1-(4-methoxybenzyl)-5-methyl-1H-pyrazole-3-carboxylic acid), C(Cl)Cl.CO (CH2Cl2 MeOH). The product is ClC1=CC=C(C=C1)C1N(C(C2=NN(C(=C21)C)CC2=CC=C(C=C2)OC)=O)C2=CN(C(C(=C2)C)=O)C (4-(4-chlorophenyl)-5-(1,5-dimethyl-6-oxo-1,6-dihydropyridin-3-yl)-2-(4-methoxy benzyl)-3-methyl-4,5-dihydropyrrolo[3,4-c]pyrazol-6(2H)-one). RXN SMILES: ClC1[CH:7]=[CH:6][C:5]([CH:8]([NH:27][C:28]2[CH:33]=[C:32]([CH3:34])[C:31](=[O:35])[N:30]([CH3:36])[CH:29]=2)[C:9]2[C:10]([C:24](O)=[O:25])=[N:11][N:12]([CH2:15][C:16]3[CH:21]=[CH:20][C:19]([O:22][CH3:23])=[CH:18][CH:17]=3)[C:13]=2[CH3:14])=[CH:4][CH:3]=1.[CH2:37]([Cl:39])Cl.CO>>[Cl:39][C:37]1[CH:3]=[CH:4][C:5]([CH:8]2[C:9]3[C:10](=[N:11][N:12]([CH2:15][C:16]4[CH:17]=[CH:18][C:19]([O:22][CH3:23])=[CH:20][CH:21]=4)[C:13]=3[CH3:14])[C:24](=[O:25])[N:27]2[C:28]2[CH:33]=[C:32]([CH3:34])[C:31](=[O:35])[N:30]([CH3:36])[CH:29]=2)=[CH:6][CH:7]=1 |f:1.2|. Procedure: The title compound was prepared in analogy to the procedure described in Example 1 using 4-((4-chlorophenyl)(1,5-dimethyl-6-oxo-1,6-dihydropyridin-3-ylamino)methyl)-1-(4-methoxybenzyl)-5-methyl-1H-pyrazole-3-carboxylic acid (Step 27.2). tR: 4.54 min (HPLC 1); tR: 1.03 min (LC-MS 2); ESI-MS: 489 [M+H]+ (LC-MS 2); Rf=0.40 (CH2Cl2/MeOH 9:1). The reactants are [H-].[Al+3].[Li+].[H-].[H-].[H-] (lithium aluminum hydride), C(C)OC(CC=1N=C(SC1)NC(C(CC1CCCC1)C1=CC=C(C=C1)S(=O)(=O)C)=O)=O ({2-[3-cyclopentyl-2-(4-methanesulfonyl-phenyl)-propionylamino]-thiazol-4-yl}-acetic acid ethyl ester), [H-].[Al+3].[Li+].[H-].[H-].[H-] (lithium aluminum hydride). Solvent: C(C)OCC (diethyl ether). Reaction conditions: temperature 25 celsius, time 1 hour. Yields the product hexanes ethyl acetate, C1(CCCC1)CC(C(=O)NC=1SC=C(N1)CCO)C1=CC=C(C=C1)S(=O)(=O)C (3-cyclopentyl-N-[4-(2-hydroxyethyl)-thiazol-2-yl]-2-(4-methanesulfonyl-phenyl)-propionamide). Isolated yield 18.2%. Reaction SMILES: C([O:3][C:4](=O)[CH2:5][C:6]1[N:7]=[C:8]([NH:11][C:12](=[O:30])[CH:13]([C:20]2[CH:25]=[CH:24][C:23]([S:26]([CH3:29])(=[O:28])=[O:27])=[CH:22][CH:21]=2)[CH2:14][CH:15]2[CH2:19][CH2:18][CH2:17][CH2:16]2)[S:9][CH:10]=1)C.[H-].[Al+3].[Li+].[H-].[H-].[H-]>C(OCC)C>[CH:15]1([CH2:14][CH:13]([C:20]2[CH:25]=[CH:24][C:23]([S:26]([CH3:29])(=[O:28])=[O:27])=[CH:22][CH:21]=2)[C:12]([NH:11][C:8]2[S:9][CH:10]=[C:6]([CH2:5][CH2:4][OH:3])[N:7]=2)=[O:30])[CH2:16][CH2:17][CH2:18][CH2:19]1 |f:1.2.3.4.5.6|. Procedure: A solution of {2-[3-cyclopentyl-2-(4-methanesulfonyl-phenyl)-propionylamino]-thiazol-4-yl}-acetic acid ethyl ester (prepared as in Example 3(B)(d), 120 mg, 0.26 mmol) in diethyl ether (500 μL) was cooled to 0° C. and then slowly treated with lithium aluminum hydride (15 mg, 0.39 mmol). The reaction mixture was allowed to warm to 25° C. where it was stirred for 1 h. After 1 h at 25° C., thin layer chromatography still indicated the presence of the starting material. An additional amount of lithiu... Reactants: COc1cccc(O)c1, [Cl-], COCCl, [H-], [NH4+], [Na+]. The product is COCOc1cccc(OC)c1. Reaction SMILES: [CH3:9][O:10][c:11]1[cH:12][cH:13][cH:14][c:15]([OH:16])[cH:17]1.[Cl-:7].[Cl:3][CH2:4][O:5][CH3:6].[H-:1].[NH4+:8].[Na+:2]>>[CH2:4]([O:5][CH3:6])[O:16][c:15]1[cH:14][cH:13][cH:12][c:11]([O:10][CH3:9])[cH:17]1. Reactants: C(C)(=O)O (acetic acid), C(C)(=O)O (acetic acid), S1C(=NC=C1)C#CCO (3-(2-thiazolyl)-2-propynol), N(=NC(=O)[O-])C(=O)[O-].[K+].[K+] (dipotassium azodicarboxylate). Run in N1=CC=CC=C1 (pyridine). Run at time 1 hour. Product: S1C(=NC=C1)CCCO (2-Thiazolepropanol). The yield is 58.7%. Reaction SMILES: C(O)(=O)C.[S:5]1[CH:9]=[CH:8][N:7]=[C:6]1[C:10]#[C:11][CH2:12][OH:13].N(C([O-])=O)=NC([O-])=O.[K+].[K+]>N1C=CC=CC=1>[S:5]1[CH:9]=[CH:8][N:7]=[C:6]1[CH2:10][CH2:11][CH2:12][OH:13] |f:2.3.4|. Reported procedure: Glacial acetic acid (16 ml) was added dropwise during 0.25 h to a stirred solution of 3-(2-thiazolyl)-2-propynol (2.4 g) and dipotassium azodicarboxylate (50 g) in pyridine (200 ml). The mixture was stirred at room temperature for 1 h and additional glacial acetic acid (40 ml) added during 0.5 h. The mixture was stirred at room temperature for 2 days. The solvent was removed by azeotropic distillation with toluene (2×100 ml) and the residue partitioned between (100 ml) and ethyl acetate (100 ml)...